From a dataset of the Open Reaction Database (ORD), a public repository of structured organic reaction records. describe an organic reaction: reactants, conditions, products, and yield Reactants: COC(C1=C(C(=CC(=C1)Cl)N)O)=O (3-Amino-5-chloro-2-hydroxy-benzoic acid methyl ester), C(=O)(C=1NC=CN1)C=1NC=CN1 (carbonyl diimidazole). Solvent: O1CCCC1 (tetrahydrofuran). Product: COC(=O)C1=CC(=CC=2NC(OC21)=O)Cl (5-Chloro-2-oxo-2,3-dihydro-benzooxazole-7-carboxylic acid methyl ester). Isolated yield 90.9%. RXN SMILES: [CH3:1][O:2][C:3](=[O:13])[C:4]1[CH:9]=[C:8]([Cl:10])[CH:7]=[C:6]([NH2:11])[C:5]=1[OH:12].[C:14](C1NC=CN=1)(C1NC=CN=1)=[O:15]>O1CCCC1>[CH3:1][O:2][C:3]([C:4]1[C:5]2[O:12][C:14](=[O:15])[NH:11][C:6]=2[CH:7]=[C:8]([Cl:10])[CH:9]=1)=[O:13]. Procedure details: 3-Amino-5-chloro-2-hydroxy-benzoic acid methyl ester 8 g (39.6 mmol) is dissolved in tetrahydrofuran 100 mL and carbonyl diimidazole (12.9 g, 79.3 mmol) is added. The reaction is heated to reflux for 2 hours and then cooled to room temperature. The reaction is evaporated in vacuo and then taken up in dichloromethane (200 mL) and then washed with HCl (2N, 50 mL 2×) and water (2×50 mL). The organic layer is dried (Na2SO4) filtered and evaporated in vacuo to give the title compound (8.2 g, 36 mmol,... Reactants: FC=1C(=C(C(=O)O)C(=CC1)F)N1N=CC=N1 (3,6-difluoro-2-(2H-1,2,3-triazol-2-yl)benzoic acid), C[C@H]1[C@H](NCCC1)CN1C(C2=CC=CC=C2C1=O)=O (2-(((2S,3R)-3-methylpiperidin-2-yl)methyl)isoindoline-1,3-dione), ClC1=NC=C(C=C1)C(F)(F)F (2-chloro-5-(trifluoromethyl)pyridine). Product: FC=1C(=C(C(=CC1)F)C(=O)N1[C@@H]([C@@H](CCC1)C)CNC1=NC=C(C=C1)C(F)(F)F)N1N=CC=N1 ((3,6-Difluoro-2-(2H-1,2,3-triazol-2-yl)phenyl)((2S,3R)-3-methyl-2-(((5-(trifluoromethyl)pyridin-2-yl)amino)methyl)piperidin-1-yl)methanone). RXN SMILES: [F:1][C:2]1[C:3]([N:12]2[N:16]=[CH:15][CH:14]=[N:13]2)=[C:4]([C:8]([F:11])=[CH:9][CH:10]=1)[C:5]([OH:7])=O.[CH3:17][C@@H:18]1[CH2:23][CH2:22][CH2:21][NH:20][C@@H:19]1[CH2:24][N:25]1C(=O)C2C(=CC=CC=2)C1=O.Cl[C:37]1[CH:42]=[CH:41][C:40]([C:43]([F:46])([F:45])[F:44])=[CH:39][N:38]=1>>[F:1][C:2]1[C:3]([N:12]2[N:16]=[CH:15][CH:14]=[N:13]2)=[C:4]([C:5]([N:20]2[CH2:21][CH2:22][CH2:23][C@@H:18]([CH3:17])[C@H:19]2[CH2:24][NH:25][C:37]2[CH:42]=[CH:41][C:40]([C:43]([F:46])([F:45])[F:44])=[CH:39][N:38]=2)=[O:7])[C:8]([F:11])=[CH:9][CH:10]=1. Reported procedure: The title compound was prepared from 3,6-difluoro-2-(2H-1,2,3-triazol-2-yl)benzoic acid, 2-(((2S,3R)-3-methylpiperidin-2-yl)methyl)isoindoline-1,3-dione, and 2-chloro-5-(trifluoromethyl)pyridine using the methods described herein. ESI-MS (m/z): 481 (M+H). Starting materials: OC(CC(C)(C)C)(C1=CC=CC=C1)C=1C=C(C(=C(C1)OCCOCCOC1OCCCC1)OCCOCCOC1OCCCC1)C (5-(1-Hydroxy-1-phenyl-3,3-dimethyl-1-butyl)-3-methyl-1,2-di(2-[2-(2-tetrahydropyranyloxy)ethoxy]ethoxy)benzene), [H][H] (hydrogen). The reagents and catalysts are [Pd] (Pd/C). Solvent: C(C)O (ethanol). Conditions: time 2 hour. The product is C1(=CC=CC=C1)C(CC(C)(C)C)C=1C=C(C(=C(C1)OCCOCCO)OCCOCCO)C (5-(1-Phenyl-3,3-dimethylbutyl)-3-methyl-1,2-di(2-[2-hydroxyethoxy]ethoxy)benzene). The yield is 94.2%. RXN SMILES: O[C:2]([C:14]1[CH:15]=[C:16]([CH3:46])[C:17]([O:33][CH2:34][CH2:35][O:36][CH2:37][CH2:38][O:39]C2CCCCO2)=[C:18]([O:20][CH2:21][CH2:22][O:23][CH2:24][CH2:25][O:26]C2CCCCO2)[CH:19]=1)([C:8]1[CH:13]=[CH:12][CH:11]=[CH:10][CH:9]=1)[CH2:3][C:4]([CH3:7])([CH3:6])[CH3:5].[H][H]>C(O)C.[Pd]>[C:8]1([CH:2]([C:14]2[CH:15]=[C:16]([CH3:46])[C:17]([O:33][CH2:34][CH2:35][O:36][CH2:37][CH2:38][OH:39])=[C:18]([O:20][CH2:21][CH2:22][O:23][CH2:24][CH2:25][OH:26])[CH:19]=2)[CH2:3][C:4]([CH3:7])([CH3:6])[CH3:5])[CH:9]=[CH:10][CH:11]=[CH:12][CH:13]=1. Procedure: 5-(1-Hydroxy-1-phenyl-3,3-dimethyl-1-butyl)-3-methyl-1,2-di(2-[2-(2-tetrahydropyranyloxy)ethoxy]ethoxy)benzene (3.0 g, 0.005 mole) was dissolved in absolute ethanol (100 ml) with 10% Pd/C catalyst (0.4 g). This mixture was shaken in a Parr hydrogenator at 50 psi hydrogen pressure for 18 hours. The solution was filtered and 1N HCl (10 ml) was added to the filtrate. After 2 hours, the alcohol was evaporated in vacuo, the residual oil was dissolved in methylene chloride (50 ml) and washed with wate...